Dataset: the Open Reaction Database (ORD), a public repository of structured organic reaction records. Task: describe an organic reaction: reactants, conditions, products, and yield Reaction SMILES: [O:1]1[C:5]2[CH2:6][N:7]([C:10](=[O:22])[CH2:11][CH2:12][CH2:13][CH2:14][CH2:15][C:16]3[CH:21]=[CH:20][CH:19]=[CH:18][CH:17]=3)[CH2:8][CH2:9][C:4]=2[CH:3]=[CH:2]1.[CH2:23]([NH:25][CH2:26][CH3:27])[CH3:24].[CH2:28]=O>C(O)(=O)C>[CH2:23]([N:25]([CH2:28][C:2]1[O:1][C:5]2[CH2:6][N:7]([C:10](=[O:22])[CH2:11][CH2:12][CH2:13][CH2:14][CH2:15][C:16]3[CH:17]=[CH:18][CH:19]=[CH:20][CH:21]=3)[CH2:8][CH2:9][C:4]=2[CH:3]=1)[CH2:26][CH3:27])[CH3:24]. Solvent: C(C)(=O)O (acetic acid). Product: C(C)N(CC)CC1=CC2=C(CN(CC2)C(CCCCCC2=CC=CC=C2)=O)O1 (1-(2-diethylaminomethyl-5,7-dihydro-4H-furo[2,3-c]pyridin-6-yl)-6-phenylhexan-1-one). The reactants are O1C=CC2=C1CN(CC2)C(CCCCCC2=CC=CC=C2)=O (1-(5,7-dihydro-4H-furo[2,3-c]pyridin-6-yl)-6-phenylhexan-1-one), C(C)NCC (diethylamine), C=O (formaldehyde). Conditions: temperature 100 celsius, time 1.5 hour. Procedure: To a solution of 0.322 g (1.083 mmol) of 1-(5,7-dihydro-4H-furo[2,3-c]pyridin-6-yl)-6-phenylhexan-1-one in 20 ml of acetic acid, 0.13 g (1.3 mmol) of diethylamine and 0.11 g (1.3 mmol) of 37% aqueous formaldehyde were added, followed by stirring at 100° C. for 1.5 hours. After the solvent was distilled off under reduced pressure, the residual solution was alkalified with aqueous sodium hydroxide and extracted with dichloromethane 3 times. The combined organic layer was dried over anhydrous magne... Starting materials: O=C(Cl)C(=O)Cl, Cl, Nc1ccccc1, c1ccccc1. Product: O=C(Cl)C(=O)Nc1ccccc1. RXN SMILES: [Cl:9][C:10](=[O:11])[C:12](=[O:13])[Cl:14].[ClH:1].[NH2:2][c:3]1[cH:4][cH:5][cH:6][cH:7][cH:8]1.[cH:15]1[cH:16][cH:17][cH:18][cH:19][cH:20]1>>[NH:2]([c:3]1[cH:4][cH:5][cH:6][cH:7][cH:8]1)[C:12]([C:10]([Cl:9])=[O:11])=[O:13]. Reactants: CCO, NNc1ccc(Cl)cc1, Cl, CCOC(=O)c1ccc(OC(F)F)c2oc3c(=O)[nH]ncc3c12, [Na+], [Na+], O=C([O-])[O-], O. The product is CCOC(=O)c1ccc(OC(F)F)c2oc3c(=O)n(-c4ccc(Cl)cc4)ncc3c12. Reaction SMILES: [CH3:41][CH2:42][OH:43].[Cl:25][c:26]1[cH:27][cH:28][c:29]([NH:32][NH2:33])[cH:30][cH:31]1.[ClH:24].[F:1][CH:2]([O:3][c:4]1[cH:5][cH:6][c:7]([C:18](=[O:19])[O:20][CH2:21][CH3:22])[c:8]2[c:9]1[o:10][c:11]1[c:12](=[O:17])[nH:13][n:14][cH:15][c:16]21)[F:23].[Na+:34].[Na+:35].[O-:36][C:37](=[O:38])[O-:39].[OH2:40]>>[F:1][CH:2]([O:3][c:4]1[cH:5][cH:6][c:7]([C:18](=[O:19])[O:20][CH2:21][CH3:22])[c:8]2[c:9]1[o:10][c:11]1[c:12](=[O:17])[n:13](-[c:29]3[cH:28][cH:27][c:26]([Cl:25])[cH:31][cH:30]3)[n:14][cH:15][c:16]21)[F:23]. The product is Nc1ccc(-c2cc[nH]n2)cc1. RXN SMILES: [CH3:18][OH:19].[N+:1]([O-:2])(=[O:3])[c:4]1[cH:5][cH:6][c:7](-[c:10]2[n:11][nH:12][cH:13][cH:14]2)[cH:8][cH:9]1.[NH2:16][NH2:17].[OH2:15]>>[NH2:1][c:4]1[cH:5][cH:6][c:7](-[c:10]2[n:11][nH:12][cH:13][cH:14]2)[cH:8][cH:9]1. Starting materials: CO, O=[N+]([O-])c1ccc(-c2cc[nH]n2)cc1, NN, O. Reactants: C=CC(=O)OC, CCN(C(C)C)C(C)C, O=S(=O)(c1cc(F)ccc1OS(=O)(=O)C(F)(F)F)N1CCOCC1, CN(C)C=O, O. Product: COC(=O)C=Cc1ccc(F)cc1S(=O)(=O)N1CCOCC1. RXN SMILES: [C:25]([CH:26]=[CH2:27])(=[O:28])[O:29][CH3:30].[CH:31]([N:32]([CH2:33][CH3:34])[CH:35]([CH3:36])[CH3:37])([CH3:38])[CH3:39].[F:1][c:2]1[cH:3][c:4]([S:16](=[O:17])(=[O:18])[N:19]2[CH2:20][CH2:21][O:22][CH2:23][CH2:24]2)[c:5]([O:8][S:9]([C:10]([F:11])([F:12])[F:13])(=[O:14])=[O:15])[cH:6][cH:7]1.[O:41]=[CH:42][N:43]([CH3:44])[CH3:45].[OH2:40]>>[F:1][c:2]1[cH:3][c:4]([S:16](=[O:17])(=[O:18])[N:19]2[CH2:20][CH2:21][O:22][CH2:23][CH2:24]2)[c:5]([CH:27]=[CH:26][C:25](=[O:28])[O:29][CH3:30])[cH:6][cH:7]1. The reactants are F[B-](F)(F)F, Cc1cc(C(=O)O)ccc1C(=O)N1CC=CC1, CN1CCOCC1, CN(C)C=O, CO, COCC(N)c1nc2cc(Cl)ccc2[nH]1, Cl, ClCCl, CN(C)C(On1nnc2ccccc21)=[N+](C)C. Yields the product COCC(NC(=O)c1ccc(C(=O)N2CC=CC2)c(C)c1)c1nc2cc(Cl)ccc2[nH]1. RXN SMILES: [B-:18]([F:19])([F:20])([F:21])[F:22].[CH3:1][c:2]1[cH:3][c:4]([C:5](=[O:6])[OH:7])[cH:8][cH:9][c:10]1[C:11](=[O:12])[N:13]1[CH2:14][CH:15]=[CH:16][CH2:17]1.[CH3:40][N:41]1[CH2:42][CH2:43][O:44][CH2:45][CH2:46]1.[CH3:63][N:64]([CH3:65])[CH:66]=[O:67].[CH3:68][OH:69].[Cl:47][c:48]1[cH:49][c:50]2[c:51]([nH:52][c:53]([CH:55]([CH2:56][O:57][CH3:58])[NH2:59])[n:54]2)[cH:60][cH:61]1.[Cl:62].[Cl:70][CH2:71][Cl:72].[n:23]1([O:24][C:25]([N:26]([CH3:27])[CH3:28])=[N+:29]([CH3:30])[CH3:31])[c:32]2[cH:33][cH:34][cH:35][cH:36][c:37]2[n:38][n:39]1>>[CH3:1][c:2]1[cH:3][c:4]([C:5](=[O:7])[NH:59][CH:55]([c:53]2[nH:52][c:51]3[c:50]([cH:49][c:48]([Cl:47])[cH:61][cH:60]3)[n:54]2)[CH2:56][O:57][CH3:58])[cH:8][cH:9][c:10]1[C:11](=[O:12])[N:13]1[CH2:14][CH:15]=[CH:16][CH2:17]1.